From a dataset of the Open Reaction Database (ORD), a public repository of structured organic reaction records. describe an organic reaction: reactants, conditions, products, and yield Starting materials: COc1ccc(C(=O)OC2CCCCC2C(c2ccccc2)N(C)C)cc1, CCC(C)=O, C[Si](C)(C)Cl, Cl, O. Product: COc1ccc(C(=O)OC2CCCCC2C(c2ccccc2)N(C)C)cc1, Cl. As a reaction SMILES: [CH3:2][N:3]([CH3:4])[CH:5]([CH:6]1[CH:7]([O:12][C:13]([c:14]2[cH:15][cH:16][c:17]([O:20][CH3:21])[cH:18][cH:19]2)=[O:22])[CH2:8][CH2:9][CH2:10][CH2:11]1)[c:23]1[cH:24][cH:25][cH:26][cH:27][cH:28]1.[CH3:35][C:36](=[O:37])[CH2:38][CH3:39].[Cl:30][Si:31]([CH3:32])([CH3:33])[CH3:34].[ClH:1].[OH2:29]>>[CH3:2][N:3]([CH3:4])[CH:5]([CH:6]1[CH:7]([O:12][C:13]([c:14]2[cH:15][cH:16][c:17]([O:20][CH3:21])[cH:18][cH:19]2)=[O:22])[CH2:8][CH2:9][CH2:10][CH2:11]1)[c:23]1[cH:24][cH:25][cH:26][cH:27][cH:28]1.[ClH:30].